From a dataset of the Open Reaction Database (ORD), a public repository of structured organic reaction records. describe an organic reaction: reactants, conditions, products, and yield Reactants: COC=1C=C2C(=NC=NC2=CC1OC)OC=1C=C(N)C=CC1 (3-(6,7-dimethoxyquinazolin-4-yloxy)aniline), C(N)([O-])=O (carbamate), COC=1C=C2C(=NC=NC2=CC1OC)OC=1C=C(C=CC1)NC(=O)NC1=CC(=NO1)C(C)C (1-(3-(6,7-dimethoxyquinazolin-4-yloxy)phenyl)-3-(3-isopropylisoxazol-5-yl)urea). Conditions: time 3 hour. The product is C(#N)C(C)(C)C1=NOC(=C1)NC(=O)NC1=CC(=CC=C1)OC1=NC=NC2=CC(=C(C=C12)OC)OC (1-(3-(2-cyanopropan-2-yl)isoxazol-5-yl)-3-(3-(6,7-dimethoxyquinazolin-4-yloxy)phenyl)urea). The yield is 39.0%. RXN SMILES: [CH3:1][O:2][C:3]1[CH:4]=[C:5]2[C:10](=[CH:11][C:12]=1[O:13][CH3:14])[N:9]=[CH:8][N:7]=[C:6]2[O:15][C:16]1[CH:17]=[C:18]([CH:20]=[CH:21][CH:22]=1)[NH2:19].[C:23](=O)([O-])[NH2:24].COC1C=C2C(=CC=1OC)N=CN=C2OC1C=C(N[C:49]([NH:51][C:52]2[O:56][N:55]=[C:54]([CH:57]([CH3:59])[CH3:58])[CH:53]=2)=[O:50])C=CC=1>>[C:23]([C:57]([C:54]1[CH:53]=[C:52]([NH:51][C:49]([NH:19][C:18]2[CH:20]=[CH:21][CH:22]=[C:16]([O:15][C:6]3[C:5]4[C:10](=[CH:11][C:12]([O:13][CH3:14])=[C:3]([O:2][CH3:1])[CH:4]=4)[N:9]=[CH:8][N:7]=3)[CH:17]=2)=[O:50])[O:56][N:55]=1)([CH3:58])[CH3:59])#[N:24]. Reported procedure: Prepared from 3-(6,7-dimethoxyquinazolin-4-yloxy)aniline from Example 113A (89 mg, 0.30 mmol) and the carbamate from the previous step (90 mg, 0.332 mmol) according to the method described for 1-(3-(6,7-dimethoxyquinazolin-4-yloxy)phenyl)-3-(3-isopropylisoxazol-5-yl)urea in Example 122B, except the reaction mixture was stirred at room temperature for 3 h. Purification via silica gel chromatography eluting with 100% dichloromethane to 10% methanol in dichloromethane afforded 1-(3-(2-cyanopropan-2... Reactants: N(=[N+]=[N-])[C@H](CC(=O)N)CCCCCCCCCCCCC ((S)-3-azidohexadecanamide). Reagents/catalysts: [Pd] (palladium on carbon). Run at time 5 hour. Yields the product N[C@H](CC(=O)N)CCCCCCCCCCCCC ((S)-3-aminohexadecanamide). Isolated yield 68.3%. As a reaction SMILES: [N:1]([C@@H:4]([CH2:9][CH2:10][CH2:11][CH2:12][CH2:13][CH2:14][CH2:15][CH2:16][CH2:17][CH2:18][CH2:19][CH2:20][CH3:21])[CH2:5][C:6]([NH2:8])=[O:7])=[N+]=[N-]>[Pd]>[NH2:1][C@@H:4]([CH2:9][CH2:10][CH2:11][CH2:12][CH2:13][CH2:14][CH2:15][CH2:16][CH2:17][CH2:18][CH2:19][CH2:20][CH3:21])[CH2:5][C:6]([NH2:8])=[O:7]. Reported procedure: A mixture of (S)-3-azidohexadecanamide (0.17 g) and 10% palladium on carbon (20 mg) was hydrogenated at atmospheric pressure for 5 hours. The catalyst was filtered off with celite, and the filtrate was concentrated under reduced pressure. The residue was recrystallized from ethyl acetate (3 ml) to give (S)-3-aminohexadecanamide (106 mg). Starting materials: C1(=CC=CC=C1)C(N1CC(C1)(C(=O)O)O)C1=CC=CC=C1 (1-(Diphenylmethyl)-3-hydroxyazetidine-3-carboxylic acid), [H][H] (hydrogen), Cl (hydrochloric acid), O1CCOCC1 (dioxane). Reagents/catalysts: [OH-].[OH-].[Pd+2] (Palladium hydroxide on carbon). The solvent is CO (methanol). Product: Cl.OC1(CNC1)C(=O)O (3-hydroxyazetidine-3-carboxylic acid hydrochloride). Reaction SMILES: C1(C(C2C=CC=CC=2)[N:8]2[CH2:11][C:10]([OH:15])([C:12]([OH:14])=[O:13])[CH2:9]2)C=CC=CC=1.[ClH:22].O1CCOCC1.[H][H]>CO.[OH-].[OH-].[Pd+2]>[ClH:22].[OH:15][C:10]1([C:12]([OH:14])=[O:13])[CH2:11][NH:8][CH2:9]1 |f:5.6.7,8.9|. Reported procedure: 1-(Diphenylmethyl)-3-hydroxyazetidine-3-carboxylic acid (assume 3.90 mmol) was suspended in methanol (40 mL) and 4 N hydrochloric acid in dioxane (1 mL, 4 mmol) was added. 20 wt % Palladium hydroxide on carbon (100 mg) was added to the solution and the mixture was treated with hydrogen at 40 psi for 2 h. The mixture was filtered and the filtrate was concentrated in vacuo to afford 3-hydroxyazetidine-3-carboxylic acid hydrochloride which was dissolved in tetrahydrofuran (5 mL) and water (5 mL) an... Starting materials: mixture ( M ), N([C@@H](CCCCNC(=O)OCC1=CC=CC=C1)C(=O)N[C@@H](CCC(N)=O)C(=O)N[C@@H](CCCC)C(=O)NN)C(=O)OC(C)(C)C (BOC-Lys(CBZ)-Gln-Nle-NHNH2), Cl (HCl), N[C@@H](C)C(=O)N[C@@H](C(C)C)C(=O)N[C@@H](CCCCNC(=O)OCC1=CC=CC=C1)C(=O)N.FC(F)(F)C(=O)O (H-Ala-Val-Lys(CBZ)-NH2.trifluoroacetate), mixture ( M ), Cl (HCl). Run in CN(C)C=O (DMF), O1CCOCC1 (dioxane), N(=O)OC(C)(C)C (t-butyl nitrite), C(C)N(CC)CC (triethylamine), N(=O)OC(C)(C)C (t-butyl nitrite), C(C)N(CC)CC (triethylamine), C(C)N(CC)CC (Triethylamine), CN(C)C=O (DMF), O1CCOCC1 (dioxane). Conditions: temperature -30 celsius, time 35 minute. Product: N([C@@H](CCCCNC(=O)OCC1=CC=CC=C1)C(=O)N[C@@H](CCC(N)=O)C(=O)N[C@@H](CCCC)C(=O)N[C@@H](C)C(=O)N[C@@H](C(C)C)C(=O)N[C@@H](CCCCNC(=O)OCC1=CC=CC=C1)C(=O)N)C(=O)OC(C)(C)C (t-Boc-Lys(CBZ)-Gln-Nle-Ala-Val-Lys(CBZ)-NH2). Reaction SMILES: Cl.[NH2:2][C@H:3]([C:5]([NH:7][C@H:8]([C:12]([NH:14][C@H:15]([C:31]([NH2:33])=[O:32])[CH2:16][CH2:17][CH2:18][CH2:19][NH:20][C:21]([O:23][CH2:24][C:25]1[CH:30]=[CH:29][CH:28]=[CH:27][CH:26]=1)=[O:22])=[O:13])[CH:9]([CH3:11])[CH3:10])=[O:6])[CH3:4].FC(C(O)=O)(F)F.[NH:41]([C:79]([O:81][C:82]([CH3:85])([CH3:84])[CH3:83])=[O:80])[C@H:42]([C:58]([NH:60][C@H:61]([C:67]([NH:69][C@H:70]([C:75](NN)=[O:76])[CH2:71][CH2:72][CH2:73][CH3:74])=[O:68])[CH2:62][CH2:63][C:64](=[O:66])[NH2:65])=[O:59])[CH2:43][CH2:44][CH2:45][CH2:46][NH:47][C:48]([O:50][CH2:51][C:52]1[CH:57]=[CH:56][CH:55]=[CH:54][CH:53]=1)=[O:49]>CN(C=O)C.O1CCOCC1.N(OC(C)(C)C)=O.C(N(CC)CC)C>[NH:41]([C:79]([O:81][C:82]([CH3:83])([CH3:85])[CH3:84])=[O:80])[C@H:42]([C:58]([NH:60][C@H:61]([C:67]([NH:69][C@H:70]([C:75]([NH:2][C@H:3]([C:5]([NH:7][C@H:8]([C:12]([NH:14][C@H:15]([C:31]([NH2:33])=[O:32])[CH2:16][CH2:17][CH2:18][CH2:19][NH:20][C:21]([O:23][CH2:24][C:25]1[CH:26]=[CH:27][CH:28]=[CH:29][CH:30]=1)=[O:22])=[O:13])[CH:9]([CH3:11])[CH3:10])=[O:6])[CH3:4])=[O:76])[CH2:71][CH2:72][CH2:73][CH3:74])=[O:68])[CH2:62][CH2:63][C:64](=[O:66])[NH2:65])=[O:59])[CH2:43][CH2:44][CH2:45][CH2:46][NH:47][C:48]([O:50][CH2:51][C:52]1[CH:57]=[CH:56][CH:55]=[CH:54][CH:53]=1)=[O:49] |f:1.2|. Procedure: 0.58 g, 0.9 mmol) was dissolved in anhydrous DMF (18 ml) and cooled to -30° C. 4.56M HCl in dioxane (0.90 ml) was added followed by t-butyl nitrite (0.12 ml). The reaction was left for 30 to 40 min at -30° C. then cooled to -60° C. Triethylamine (0.60 ml) was added followed by the deprotected amide (X) (0.384 g, 0.68 mmol) and a further addition of triethylamine (0.1 ml). The mixture (M) was left to stand, reaching ambient temperature over 2 days. A further amount of (XIV) (0.29 g, 0.45 mmol) in...